Dataset: the Open Reaction Database (ORD), a public repository of structured organic reaction records. Task: describe an organic reaction: reactants, conditions, products, and yield Reactants: O=C(Br)CBr, CCN(C(C)C)C(C)C, Nc1ccc(-c2nc3cc(Cl)ccc3o2)cc1, ClCCl. Product: O=C(CBr)Nc1ccc(-c2nc3cc(Cl)ccc3o2)cc1. As a reaction SMILES: [Br:18][CH2:19][C:20](=[O:21])[Br:22].[CH:23]([N:24]([CH:25]([CH3:26])[CH3:27])[CH2:28][CH3:29])([CH3:30])[CH3:31].[Cl:1][c:2]1[cH:3][cH:4][c:5]2[c:6]([n:7][c:8](-[c:10]3[cH:11][cH:12][c:13]([NH2:14])[cH:15][cH:16]3)[o:9]2)[cH:17]1.[Cl:32][CH2:33][Cl:34]>>[Cl:1][c:2]1[cH:3][cH:4][c:5]2[c:6]([n:7][c:8](-[c:10]3[cH:11][cH:12][c:13]([NH:14][C:20]([CH2:19][Br:18])=[O:21])[cH:15][cH:16]3)[o:9]2)[cH:17]1. Reactants: N1C(=CC=2C1=NC=CC2)C(=O)OCC (ethyl 1H-pyrrolo[2,3-b]pyridine-2-carboxylate), IC1=NC=CC=C1 (2-iodopyridine). The product is N1=C(C=CC=C1)N1C(=CC=2C1=NC=CC2)C(=O)OCC (ethyl 1-(2-pyridyl)-1H-pyrrolo[2,3-b]pyridine-2-carboxylate). Reaction SMILES: [NH:1]1[C:5]2=[N:6][CH:7]=[CH:8][CH:9]=[C:4]2[CH:3]=[C:2]1[C:10]([O:12][CH2:13][CH3:14])=[O:11].I[C:16]1[CH:21]=[CH:20][CH:19]=[CH:18][N:17]=1>>[N:17]1[CH:18]=[CH:19][CH:20]=[CH:21][C:16]=1[N:1]1[C:5]2=[N:6][CH:7]=[CH:8][CH:9]=[C:4]2[CH:3]=[C:2]1[C:10]([O:12][CH2:13][CH3:14])=[O:11]. Reported procedure: This compound was prepared according to the experimental protocol described in Example 6.1, starting with ethyl 1H-pyrrolo[2,3-b]pyridine-2-carboxylate obtained according to the protocol described in step 3.2 and 2-iodopyridine. A beige-colored solid is obtained. RXN SMILES: [CH2:76]1[O:77][CH2:78][CH2:79][CH2:80]1.[CH3:137][OH:138].[CH3:66][Si:67]([N-:68][Si:69]([CH3:70])([CH3:71])[CH3:72])([CH3:73])[CH3:74].[CH:38]1([P:39]([CH:40]2[CH2:41][CH2:42][CH2:43][CH2:44][CH2:45]2)[c:46]2[cH:47][cH:48][cH:49][cH:50][c:51]2-[c:52]2[cH:53][cH:54][cH:55][cH:56][c:57]2[N:58]([CH3:59])[CH3:60])[CH2:61][CH2:62][CH2:63][CH2:64][CH2:65]1.[Li+:75].[NH2:1][c:2]1[cH:3][cH:4][c:5]([C:6]#[N:7])[cH:8][cH:9]1.[O:101]=[C:102]([CH:103]=[CH:104][c:105]1[cH:106][cH:107][cH:108][cH:109][cH:110]1)[CH:111]=[CH:112][c:113]1[cH:114][cH:115][cH:116][cH:117][cH:118]1.[O:119]=[C:120]([CH:121]=[CH:122][c:123]1[cH:124][cH:125][cH:126][cH:127][cH:128]1)[CH:129]=[CH:130][c:131]1[cH:132][cH:133][cH:134][cH:135][cH:136]1.[O:83]=[C:84]([CH:85]=[CH:86][c:87]1[cH:88][cH:89][cH:90][cH:91][cH:92]1)[CH:93]=[CH:94][c:95]1[cH:96][cH:97][cH:98][cH:99][cH:100]1.[Pd:81].[Pd:82].[n:10]1[cH:11][n:12][c:13](-[c:19]2[c:20]([NH:25][c:26]3[c:27]4[cH:28][cH:29][n:30][c:31]([Cl:37])[c:32]4[cH:33][cH:34][c:35]3[CH3:36])[n:21][cH:22][cH:23][cH:24]2)[c:14]2[c:15]1[nH:16][cH:17][cH:18]2>>[NH:1]([c:2]1[cH:3][cH:4][c:5]([C:6]#[N:7])[cH:8][cH:9]1)[c:31]1[n:30][cH:29][cH:28][c:27]2[c:26]([NH:25][c:20]3[c:19](-[c:13]4[n:12][cH:11][n:10][c:15]5[c:14]4[cH:18][cH:17][nH:16]5)[cH:24][cH:23][cH:22][n:21]3)[c:35]([CH3:36])[cH:34][cH:33][c:32]21. Starting materials: C1CCOC1, CO, C[Si](C)(C)[N-][Si](C)(C)C, CN(C)c1ccccc1-c1ccccc1P(C1CCCCC1)C1CCCCC1, [Li+], N#Cc1ccc(N)cc1, O=C(C=Cc1ccccc1)C=Cc1ccccc1, O=C(C=Cc1ccccc1)C=Cc1ccccc1, O=C(C=Cc1ccccc1)C=Cc1ccccc1, [Pd], [Pd], Cc1ccc2c(Cl)nccc2c1Nc1ncccc1-c1ncnc2[nH]ccc12. The product is Cc1ccc2c(Nc3ccc(C#N)cc3)nccc2c1Nc1ncccc1-c1ncnc2[nH]ccc12.